Dataset: the Open Reaction Database (ORD), a public repository of structured organic reaction records. Task: describe an organic reaction: reactants, conditions, products, and yield Starting materials: ClC1=CC=C(C=C1)C1C(C1[Si](C)(C)C)C1=CC(N(C=C1)C=1C=CC2=C(N(C(=N2)C2CC2)C)C1)=O (4-((1RS,2RS)-2-(4-chlorophenyl)-3-(trimethylsilyl)cyclopropyl)-1-(2-cyclopropyl-1-methyl-1H-benzimidazol-6-yl)pyridin-2(1H)-one), CCCC[N+](CCCC)(CCCC)CCCC.[F-] (TBAF). Run in C1CCOC1 (THF). Run at temperature 100 celsius. Product: ClC1=CC=C(C=C1)C1C(C1)C1=CC(N(C=C1)C=1C=CC2=C(N(C(=N2)C2CC2)C)C1)=O (4-((1RS,2RS)-2-(4-chlorophenyl)cyclopropyl)-1-(2-cyclopropyl-1-methyl-1H-benzimidazol-6-yl)pyridin-2(1H)-one). Yield: 41.5%. RXN SMILES: [Cl:1][C:2]1[CH:7]=[CH:6][C:5]([CH:8]2[CH:10]([Si](C)(C)C)[CH:9]2[C:15]2[CH:20]=[CH:19][N:18]([C:21]3[CH:22]=[CH:23][C:24]4[N:28]=[C:27]([CH:29]5[CH2:31][CH2:30]5)[N:26]([CH3:32])[C:25]=4[CH:33]=3)[C:17](=[O:34])[CH:16]=2)=[CH:4][CH:3]=1.CCCC[N+](CCCC)(CCCC)CCCC.[F-]>C1COCC1>[Cl:1][C:2]1[CH:7]=[CH:6][C:5]([CH:8]2[CH2:10][CH:9]2[C:15]2[CH:20]=[CH:19][N:18]([C:21]3[CH:22]=[CH:23][C:24]4[N:28]=[C:27]([CH:29]5[CH2:31][CH2:30]5)[N:26]([CH3:32])[C:25]=4[CH:33]=3)[C:17](=[O:34])[CH:16]=2)=[CH:4][CH:3]=1 |f:1.2|. Procedure details: A mixture of 4-((1RS,2RS)-2-(4-chlorophenyl)-3-(trimethylsilyl)cyclopropyl)-1-(2-cyclopropyl-1-methyl-1H-benzimidazol-6-yl)pyridin-2(1H)-one (26 mg), TBAF (1.0 M in THF, 0.533 ml) and THF (1 ml) was heated at 100° C. under microwave irradiation for 1 h. The mixture was purified by NH silica gel column chromatography (hexane/EtOAc) to give the title compound (9.2 mg) as a white solid. RXN SMILES: Br[C:2]1[CH:3]=[CH:4][C:5]2[N:9]=[C:8]([CH3:10])[N:7]([C:11]3[N:16]=[CH:15][N:14]=[C:13]([NH2:17])[N:12]=3)[C:6]=2[CH:18]=1.C1(P(C2C=CC=CC=2)CCCP(C2C=CC=CC=2)C2C=CC=CC=2)C=CC=CC=1.C([O-])([O-])=O.[K+].[K+].[C:54]([Si:58]([O:61][CH2:62][C:63]([CH3:67])([CH3:66])[C:64]#[CH:65])([CH3:60])[CH3:59])([CH3:57])([CH3:56])[CH3:55]>CN(C)C=O.CC([O-])=O.CC([O-])=O.[Pd+2].[Cu]I>[C:54]([Si:58]([CH3:59])([CH3:60])[O:61][CH2:62][C:63]([CH3:67])([CH3:66])[C:64]#[C:65][C:2]1[CH:3]=[CH:4][C:5]2[N:9]=[C:8]([CH3:10])[N:7]([C:11]3[N:16]=[CH:15][N:14]=[C:13]([NH2:17])[N:12]=3)[C:6]=2[CH:18]=1)([CH3:56])([CH3:57])[CH3:55] |f:2.3.4,7.8.9|. Procedure: In a solution of 4-(6-bromo-2-methyl-benzoimidazol-1-yl)-[1,3,5]triazin-2-ylamine (0.15 g, 0.5 mmol) in N,N-dimethyl-formamide (3 ml) were added 1,3-bis(diphenylphosphino)propane (40 mg, 0.1 mmol), Pd(OAc)2 (10 mg, 0.05 mmol), K2CO3 (207 mg, 1.5 mmol), tert-butyl-(2,2-dimethyl-but-3-ynyloxy)-dimethyl-silane (150 mg, 1 mmol) and CuI (5 mg, 0.025 mmol). Then the solution bubbled N2 for 5 min and was microwaved for 1 h at 120° C. under nitrogen. The reaction mixture was filtrated and the filtrate w... Solvent: CN(C=O)C (N,N-dimethyl-formamide). Starting materials: BrC=1C=CC2=C(N(C(=N2)C)C2=NC(=NC=N2)N)C1 (4-(6-bromo-2-methyl-benzoimidazol-1-yl)-[1,3,5]triazin-2-ylamine), C1(=CC=CC=C1)P(CCCP(C1=CC=CC=C1)C1=CC=CC=C1)C1=CC=CC=C1 (1,3-bis(diphenylphosphino)propane), C(=O)([O-])[O-].[K+].[K+] (K2CO3), C(C)(C)(C)[Si](C)(C)OCC(C#C)(C)C (tert-butyl-(2,2-dimethyl-but-3-ynyloxy)-dimethyl-silane). Yield: 64.1%. Product: C(C)(C)(C)[Si](OCC(C#CC=1C=CC2=C(N(C(=N2)C)C2=NC(=NC=N2)N)C1)(C)C)(C)C (4-{6-[4-(tert-butyl-dimethyl-silanyloxy)-3,3-dimethyl-but-1-ynyl]2-methyl-benzoimidazol-1-yl}-[1,3,5]triazin-2-ylamine). Reagents/catalysts: CC(=O)[O-].CC(=O)[O-].[Pd+2] (Pd(OAc)2), [Cu]I (CuI). Product: Fc1ccc(C(c2ccc(F)cc2)N2CCN(CCCc3cc(-c4cccs4)n(-c4ccccc4)n3)CC2)cc1. Reaction SMILES: [CH:42]([N:43]([CH2:44][CH3:45])[CH:46]([CH3:47])[CH3:48])([CH3:49])[CH3:50].[F:21][c:22]1[cH:23][cH:24][c:25]([CH:28]([N:29]2[CH2:30][CH2:31][NH:32][CH2:33][CH2:34]2)[c:35]2[cH:36][cH:37][c:38]([F:41])[cH:39][cH:40]2)[cH:26][cH:27]1.[c:1]1(-[n:7]2[n:8][c:9]([CH2:17][CH2:18][CH:19]=[O:20])[cH:10][c:11]2-[c:12]2[s:13][cH:14][cH:15][cH:16]2)[cH:2][cH:3][cH:4][cH:5][cH:6]1>>[c:1]1(-[n:7]2[n:8][c:9]([CH2:17][CH2:18][CH2:19][N:32]3[CH2:31][CH2:30][N:29]([CH:28]([c:25]4[cH:24][cH:23][c:22]([F:21])[cH:27][cH:26]4)[c:35]4[cH:36][cH:37][c:38]([F:41])[cH:39][cH:40]4)[CH2:34][CH2:33]3)[cH:10][c:11]2-[c:12]2[s:13][cH:14][cH:15][cH:16]2)[cH:2][cH:3][cH:4][cH:5][cH:6]1. Reactants: CCN(C(C)C)C(C)C, Fc1ccc(C(c2ccc(F)cc2)N2CCNCC2)cc1, O=CCCc1cc(-c2cccs2)n(-c2ccccc2)n1. Reactants: C([O-])([O-])=O.[Cs+].[Cs+] (cesium carbonate), N1N=CN=C1S(=O)(=O)Cl (1H-1,2,4-triazole-5-sulfonyl chloride), ClC1=CC=C(C=C1)C=1N(C(NN1)=O)CC1=CC=C(C=C1)OC (5-(4-chlorophenyl)-4-(4-methoxybenzyl)-2,4-dihydro-3H-1,2,4-triazol-3-one). Run in C(C)#N (acetonitrile), C(C)#N (acetonitrile). Conditions: time 90 minute. Yields the product ClC1=CC=C(C=C1)C=1N(C(N(N1)S(=O)(=O)C1=NC=NN1)=O)CC1=CC=C(C=C1)OC (5-(4-Chlorophenyl)-4-(4-methoxybenzyl)-2-(1H-1,2,4-triazol-5-ylsulfonyl)-2,4-dihydro-3H-1,2,4-triazol-3-one). RXN SMILES: [Cl:1][C:2]1[CH:7]=[CH:6][C:5]([C:8]2[N:9]([CH2:14][C:15]3[CH:20]=[CH:19][C:18]([O:21][CH3:22])=[CH:17][CH:16]=3)[C:10](=[O:13])[NH:11][N:12]=2)=[CH:4][CH:3]=1.C(=O)([O-])[O-].[Cs+].[Cs+].[NH:29]1[C:33]([S:34](Cl)(=[O:36])=[O:35])=[N:32][CH:31]=[N:30]1>C(#N)C>[Cl:1][C:2]1[CH:7]=[CH:6][C:5]([C:8]2[N:9]([CH2:14][C:15]3[CH:20]=[CH:19][C:18]([O:21][CH3:22])=[CH:17][CH:16]=3)[C:10](=[O:13])[N:11]([S:34]([C:33]3[NH:29][N:30]=[CH:31][N:32]=3)(=[O:36])=[O:35])[N:12]=2)=[CH:4][CH:3]=1 |f:1.2.3|. Reported procedure: 529 mg (1.68 mmol) of 5-(4-chlorophenyl)-4-(4-methoxybenzyl)-2,4-dihydro-3H-1,2,4-triazol-3-one [preparation according to WO 2007/134862 Example 55A] were dissolved in 10 ml of acetonitrile, and 1.09 g (3.35 mmol) of cesium carbonate and 281 mg (1.68 mmol) of 1H-1,2,4-triazole-5-sulfonyl chloride, dissolved in 5 ml of acetonitrile, were added successively. The reaction mixture was stirred at RT for 90 min. For work-up, 10 g of silica gel were added and the solvent was removed under reduced press...